Dataset: the Open Reaction Database (ORD), a public repository of structured organic reaction records. Task: describe an organic reaction: reactants, conditions, products, and yield The reactants are Cc1c(-c2ccncc2)[nH]c(-c2ccncc2)c1C#N, [Na+], O=C([O-])O, O=S(=O)(O)O. The product is Cc1c(-c2ccncc2)[nH]c(-c2ccncc2)c1C(N)=O. Reaction SMILES: [C:1](#[N:2])[c:3]1[c:4](-[c:15]2[cH:16][cH:17][n:18][cH:19][cH:20]2)[nH:5][c:6](-[c:9]2[cH:10][cH:11][n:12][cH:13][cH:14]2)[c:7]1[CH3:8].[Na+:25].[O-:21][C:22]([OH:23])=[O:24].[S:26](=[O:27])(=[O:28])([OH:29])[OH:30]>>[C:1]([NH2:2])([c:3]1[c:4](-[c:15]2[cH:16][cH:17][n:18][cH:19][cH:20]2)[nH:5][c:6](-[c:9]2[cH:10][cH:11][n:12][cH:13][cH:14]2)[c:7]1[CH3:8])=[O:21]. The reactants are [OH-].[Na+] (sodium hydroxide), CC(CN1C(C=2C(NC3=C1C=CC=C3)=CSC2)=O)=C (4,9-dihydro-9-(2-methylallyl)-10H-thieno[3,4-b][1,5]benzodiazepin-10-one), O1CCCC1 (tetrahydrofuran), O1CCCC1 (tetrahydrofuran), [H-].[Al+3].[Li+].[H-].[H-].[H-] (lithium aluminum hydride). Solvent: O (water), O (water). The product is CC(CN1CC=2C(NC3=C1C=CC=C3)=CSC2)=C (9,10-Dihydro-9-(2-methylallyl)-4H-thieno[3,4-b][1,5]benzodiazepine). Reaction SMILES: [CH3:1][C:2](=[CH2:19])[CH2:3][N:4]1[C:10]2[CH:11]=[CH:12][CH:13]=[CH:14][C:9]=2[NH:8][C:7]2=[CH:15][S:16][CH:17]=[C:6]2[C:5]1=O.O1CCCC1.[H-].[Al+3].[Li+].[H-].[H-].[H-].[OH-].[Na+]>O>[CH3:19][C:2](=[CH2:1])[CH2:3][N:4]1[C:10]2[CH:11]=[CH:12][CH:13]=[CH:14][C:9]=2[NH:8][C:7]2=[CH:15][S:16][CH:17]=[C:6]2[CH2:5]1 |f:2.3.4.5.6.7,8.9|. Procedure details: A 4.9 g. portion of 4,9-dihydro-9-(2-methylallyl)-10H-thieno[3,4-b][1,5]benzodiazepin-10-one in 100 ml. of dried tetrahydrofuran is added with stirring and ice bath cooling, under nitrogen, to 2.9 g. of lithium aluminum hydride in 100 ml. of dried tetrahydrofuran. The mixture is refluxed overnight and then decomposed with stirring and cooling under nitrogen by the successive addition of 3 ml. of water, 3 ml. of 15% sodium hydroxide and 9 ml. of water. The complex is filtered and washed with ethe... Reactants: ClC1=NN=C2N1C=C(C=C2)F (3-Chloro-6-fluoro-[1,2,4]triazolo[4,3-a]pyridine), OCCN1CCNCC1 (1-(2-hydroxylethyl)-piperazine). The solvent is CC(=O)N(C)C (DMA). The product is FC=1C=CC=2N(C1)C(=NN2)N2CCN(CC2)CCO (2-[4-(6-Fluoro-[1,2,4]triazolo[4,3-a]pyridin-3-yl)-piperazin-1-yl]-ethanol). Yield: 23.4%. As a reaction SMILES: Cl[C:2]1[N:6]2[CH:7]=[C:8]([F:11])[CH:9]=[CH:10][C:5]2=[N:4][N:3]=1.[OH:12][CH2:13][CH2:14][N:15]1[CH2:20][CH2:19][NH:18][CH2:17][CH2:16]1>CC(N(C)C)=O>[F:11][C:8]1[CH:9]=[CH:10][C:5]2[N:6]([C:2]([N:18]3[CH2:19][CH2:20][N:15]([CH2:14][CH2:13][OH:12])[CH2:16][CH2:17]3)=[N:3][N:4]=2)[CH:7]=1. Procedure: A solution of Intermediate 24b (485 mg, 2.82 mmol) and 1-(2-hydroxylethyl)-piperazine (1.39 mL, 11.3 mmol) in DMA (10 mL) was heated in the microwave at 170° C. for 8 h. The cooled mixture was concentrated in vacuo. The residue was purified by FCC, using 0-20% (2M NH3 in MeOH) in DCM, to give impure product. Further purified by FCC, using 0-7% (2M NH3 in MeOH) in DCM gave the title compound as a pale brown gum (175 mg, 23%). LCMS (Method 3): Rt 0.43 min, m/z 266 [MH+]. Reactants: Nc1nc(Cl)cc(Cl)n1, CC(Nc1nccc(-n2cnc3cc([Sn](C)(C)C)ccc32)n1)c1ccccc1. Product: CC(Nc1nccc(-n2cnc3cc(-c4cc(Cl)nc(N)n4)ccc32)n1)c1ccccc1. RXN SMILES: [NH2:29][c:30]1[n:31][c:32]([Cl:37])[cH:33][c:34]([Cl:36])[n:35]1.[c:1]1([CH:7]([CH3:8])[NH:9][c:10]2[n:11][cH:12][cH:13][c:14](-[n:16]3[cH:17][n:18][c:19]4[c:20]3[cH:21][cH:22][c:23]([Sn:25]([CH3:26])([CH3:27])[CH3:28])[cH:24]4)[n:15]2)[cH:2][cH:3][cH:4][cH:5][cH:6]1>>[c:1]1([CH:7]([CH3:8])[NH:9][c:10]2[n:11][cH:12][cH:13][c:14](-[n:16]3[cH:17][n:18][c:19]4[c:20]3[cH:21][cH:22][c:23](-[c:34]3[cH:33][c:32]([Cl:37])[n:31][c:30]([NH2:29])[n:35]3)[cH:24]4)[n:15]2)[cH:2][cH:3][cH:4][cH:5][cH:6]1.